This data is from the Open Reaction Database (ORD), a public repository of structured organic reaction records. The task is: describe an organic reaction: reactants, conditions, products, and yield Starting materials: CC=1[Se]C2=C(N1)C=C(C=C2)C (2,5-dimethylbenzoselenazole), C1(=CC=C(C=C1)S(=O)(=O)OC)C (methyl paratoluenesulfonate). Run in C(Cl)(Cl)Cl (chloroform). Product: C1(=CC=C(C=C1)S(=O)(=O)[O-])C.CC=1[Se]C2=C([N+]1C)C=C(C=C2)C (2,3,5-trimethylbenzoselenazolium paratoluenesulfonate). The yield is 183.1%. RXN SMILES: [CH3:1][C:2]1[Se:3][C:4]2[CH:10]=[CH:9][C:8]([CH3:11])=[CH:7][C:5]=2[N:6]=1.[C:12]1([CH3:23])[CH:17]=[CH:16][C:15]([S:18]([O:21]C)(=[O:20])=[O:19])=[CH:14][CH:13]=1>C(Cl)(Cl)Cl>[C:12]1([CH3:23])[CH:13]=[CH:14][C:15]([S:18]([O-:21])(=[O:19])=[O:20])=[CH:16][CH:17]=1.[CH3:1][C:2]1[Se:3][C:4]2[CH:10]=[CH:9][C:8]([CH3:11])=[CH:7][C:5]=2[N+:6]=1[CH3:12] |f:3.4|. Reported procedure: Into a sealed tube were placed 4.20 g (20.0 mmoles) of 2,5-dimethylbenzoselenazole, 3.90 g (21.0 mmoles) of methyl paratoluenesulfonate and 20 ml of chloroform. A reaction and treatment were conducted by the same procedure as in Reference Example 4, giving 7.62 g (yield: 96%) of 2,3,5-trimethylbenzoselenazolium paratoluenesulfonate as a pink powder. Starting materials: resultant mixture, Cl.ClCCN(CC)CC (2-chloro-N,N-diethylethanamine hydrochloride), C(C)N1C2=C(CC(C3=C1C=CC=C3)C#N)C=CC=C2 (5-ethyl-10,11-dihydro-5H-dibenz[b,f]azepine-10-carbonitrile), 5-ethyl-10,11-dihydro-5H-dibenz[b,f]azepine110-carbonitrile, O1CCCC1 (tetrahydrofuran), CN(C=O)C (N,N-dimethylformamide), [H-].[Na+] (sodium hydride), [H-].[Na+] (sodium hydride). Conditions: time 3 hour. The product is C(C)N(CCC1CC2=C(N(C3=C1C=CC=C3)CC)C=CC=C2C#N)CC (10-[2-(diethylamino)ethyl]-5-ethyl-10,11-dihydro-5H-dibenz[b,f]azepine-l-carbonitrile). As a reaction SMILES: O1CCCC1.[H-].[Na+].Cl.Cl[CH2:10][CH2:11][N:12]([CH2:15][CH3:16])[CH2:13][CH3:14].[CH2:17]([N:19]1[C:25]2[CH:26]=[CH:27][CH:28]=[CH:29][C:24]=2[CH:23](C#N)[CH2:22][C:21]2[CH:32]=[CH:33][CH:34]=[CH:35][C:20]1=2)[CH3:18].[CH3:36][N:37](C)C=O>>[CH2:13]([N:12]([CH2:15][CH3:16])[CH2:11][CH2:10][CH:22]1[C:21]2[CH:32]=[CH:33][CH:34]=[CH:35][C:20]=2[N:19]([CH2:17][CH3:18])[C:25]2[CH:26]=[CH:27][CH:28]=[C:29]([C:36]#[N:37])[C:24]=2[CH2:23]1)[CH3:14] |f:1.2,3.4|. Reported procedure: To a mixture of 3 parts of 5-ethyl-10,11-dihydro-5H-dibenz[b,f]azepine110-carbonitrile with approximately 30 parts of tetrahydrofuran and 5 parts of N,N-dimethylformamide is added 6 parts of sodium hydride, followed by 3 parts of 2-chloro-N,N-diethylethanamine hydrochloride. The resultant mixture is heated at the boiling point under reflux with stirring while thin layer chromatography is employed to monitor the reaction which ensues, additional sodium hydride being introduced as indicated thereb... The reactants are BrCBr, COC(=O)C(Cc1ccccc1)NC(=O)OCc1ccccc1, C1CCOC1, CCCC[Mg+], CCOC(C)=O, CC(C)NC(C)C, [Cl-], Cl, O. Product: O=C(NC(Cc1ccccc1)C(=O)C(Br)Br)OCc1ccccc1. RXN SMILES: [Br:37][CH2:38][Br:39].[CH2:14]([c:15]1[cH:16][cH:17][cH:18][cH:19][cH:20]1)[O:21][C:22](=[O:23])[NH:24][CH:25]([C:26]([O:28][CH3:27])=[O:29])[CH2:30][c:31]1[cH:32][cH:33][cH:34][cH:35][cH:36]1.[CH2:48]1[O:49][CH2:50][CH2:51][CH2:52]1.[CH2:9]([Mg+:10])[CH2:11][CH2:12][CH3:13].[CH3:41][CH2:42][O:43][C:44](=[O:45])[CH3:46].[CH:1]([NH:2][CH:3]([CH3:4])[CH3:5])([CH3:6])[CH3:7].[Cl-:8].[ClH:40].[OH2:47]>>[CH2:14]([c:15]1[cH:16][cH:17][cH:18][cH:19][cH:20]1)[O:21][C:22](=[O:23])[NH:24][CH:25]([C:26](=[O:28])[CH:38]([Br:37])[Br:39])[CH2:30][c:31]1[cH:32][cH:33][cH:34][cH:35][cH:36]1. Reactants: [I-].[Na+] (Sodium iodide), ClCC1=CC(=C(OCC(=O)OCC)C=C1)C (Ethyl [4-(chloromethyl)-2-methylphenoxy]acetate), C(CCC)NC=1C(=C(C=CC1)C1=CC=C(C=C1)C)C (N-butyl-N-(2,4′-dimethyl-1,1′-biphenyl-3-yl)amine). Run in C(C)#N (acetonitrile), C(C)#N (acetonitrile). Conditions: time 5 minute. Yields the product C(CCC)N(C=1C(=C(C=CC1)C1=CC=C(C=C1)C)C)CC1=CC(=C(OCC(=O)OCC)C=C1)C (Ethyl (4-{[butyl(2,4′-dimethyl-1,1′-biphenyl-3-yl)amino]methyl}-2-methylphenoxy)acetate). Isolated yield 78.6%. RXN SMILES: Cl[CH2:2][C:3]1[CH:15]=[CH:14][C:6]([O:7][CH2:8][C:9]([O:11][CH2:12][CH3:13])=[O:10])=[C:5]([CH3:16])[CH:4]=1.[I-].[Na+].[CH2:19]([NH:23][C:24]1[C:25]([CH3:37])=[C:26]([C:30]2[CH:35]=[CH:34][C:33]([CH3:36])=[CH:32][CH:31]=2)[CH:27]=[CH:28][CH:29]=1)[CH2:20][CH2:21][CH3:22]>C(#N)C>[CH2:19]([N:23]([CH2:2][C:3]1[CH:15]=[CH:14][C:6]([O:7][CH2:8][C:9]([O:11][CH2:12][CH3:13])=[O:10])=[C:5]([CH3:16])[CH:4]=1)[C:24]1[C:25]([CH3:37])=[C:26]([C:30]2[CH:35]=[CH:34][C:33]([CH3:36])=[CH:32][CH:31]=2)[CH:27]=[CH:28][CH:29]=1)[CH2:20][CH2:21][CH3:22] |f:1.2|. Reported procedure: Ethyl [4-(chloromethyl)-2-methylphenoxy]acetate (35.9 g, 0.148 mols) was dissolved in dry acetonitrile (285 mL). Sodium iodide (20.1 g, 0.135 mols 1 eq) was added in one portion and mixture stirred for 5 mins. A solution of the N-butyl-N-(2,4′-dimethyl-1,1′-biphenyl-3-yl)amine (34 g. 0.135 mol) and disopropylethylamine (23.5 mL, 0.135 mol) in dry acetonitrile (285 mL) was added over 10 min and cooling applied to maintain reaction temperature at ca. 16° C. during the addition. The reaction was co... Starting materials: CCOC(=O)C(C)(C)Oc1ccc(CCN(Cc2ccc(C(F)(F)F)cc2)c2ccc(C(C)=O)cn2)cc1, [Li+], [OH-]. RXN SMILES: [C:1]([CH3:2])(=[O:3])[c:4]1[cH:5][cH:6][c:7]([N:10]([CH2:11][CH2:12][c:13]2[cH:14][cH:15][c:16]([O:17][C:18]([C:19](=[O:20])[O:21][CH2:22][CH3:23])([CH3:24])[CH3:25])[cH:26][cH:27]2)[CH2:28][c:29]2[cH:30][cH:31][c:32]([C:35]([F:36])([F:37])[F:38])[cH:33][cH:34]2)[n:8][cH:9]1.[Li+:40].[OH-:39]>>[C:1]([CH3:2])(=[O:3])[c:4]1[cH:5][cH:6][c:7]([N:10]([CH2:11][CH2:12][c:13]2[cH:14][cH:15][c:16]([O:17][C:18]([C:19](=[O:20])[OH:21])([CH3:24])[CH3:25])[cH:26][cH:27]2)[CH2:28][c:29]2[cH:30][cH:31][c:32]([C:35]([F:36])([F:37])[F:38])[cH:33][cH:34]2)[n:8][cH:9]1. Yields the product CC(=O)c1ccc(N(CCc2ccc(OC(C)(C)C(=O)O)cc2)Cc2ccc(C(F)(F)F)cc2)nc1. The reactants are CNCCC1=CC=C(C=C1)[N+](=O)[O-] (N-Methyl-4-nitrophenethylamine), ClCC1=NC2=CC=C(C=C2C=C1)[N+](=O)[O-] (2-chloromethyl-6-nitroquinoline). Solvent: C(C)O (ethanol). Product: CN(CC1=NC2=CC=C(C=C2C=C1)[N+](=O)[O-])CCC1=CC=C(C=C1)[N+](=O)[O-] (N-Methyl-N-(6-nitroquinol-2-ylmethyl)-4-nitrophenethylamine). As a reaction SMILES: [CH3:1][NH:2][CH2:3][CH2:4][C:5]1[CH:10]=[CH:9][C:8]([N+:11]([O-:13])=[O:12])=[CH:7][CH:6]=1.Cl[CH2:15][C:16]1[CH:25]=[CH:24][C:23]2[C:18](=[CH:19][CH:20]=[C:21]([N+:26]([O-:28])=[O:27])[CH:22]=2)[N:17]=1>C(O)C>[CH3:1][N:2]([CH2:3][CH2:4][C:5]1[CH:10]=[CH:9][C:8]([N+:11]([O-:13])=[O:12])=[CH:7][CH:6]=1)[CH2:15][C:16]1[CH:25]=[CH:24][C:23]2[C:18](=[CH:19][CH:20]=[C:21]([N+:26]([O-:28])=[O:27])[CH:22]=2)[N:17]=1. Procedure: N-Methyl-4-nitrophenethylamine (0.39 g, 2.15 mmole) and 2-chloromethyl-6-nitroquinoline (0.40 g, 2.1 mmole) were heated at reflux temperature in ethanol (30 ml) for 6 hours. The solvent was then evaporated and the residue diluted with 2M hydrochloric acid and extracted with methylene chloride. The aqueous layer was basified with aqueous sodium carbonate (to pH ~12) and extracted three times with methylene chloride. These latter organic extracts were combined, dried (MgSO4) and evaporated giving ...